From a dataset of the Open Reaction Database (ORD), a public repository of structured organic reaction records. describe an organic reaction: reactants, conditions, products, and yield Reactants: [BH3-]C#N, C=O, C1CCOC1, CO, COc1ccc2c(c1)C=C(C(=O)N1CC34CNCC3(COC4)C1)Cn1c-2c(C2CCCCC2)c2ccc(C(=O)NS(=O)(=O)N(C)C)cc21, [Na+]. Yields the product COc1ccc2c(c1)C=C(C(=O)N1CC34COCC3(CN(C)C4)C1)Cn1c-2c(C2CCCCC2)c2ccc(C(=O)NS(=O)(=O)N(C)C)cc21. Reaction SMILES: [C:1]([BH3-:2])#[N:3].[CH2:58]=[O:59].[CH2:5]1[O:6][CH2:7][CH2:8][CH2:9]1.[CH3:60][OH:61].[CH:10]1([c:16]2[c:17]3[cH:18][cH:19][c:20]([C:49](=[O:50])[NH:51][S:52]([N:53]([CH3:54])[CH3:55])(=[O:56])=[O:57])[cH:21][c:22]3[n:23]3[c:24]2-[c:25]2[c:26]([cH:43][c:44]([O:47][CH3:48])[cH:45][cH:46]2)[CH:27]=[C:28]([C:30](=[O:31])[N:32]2[CH2:33][C:34]45[CH2:35][O:36][CH2:37][C:38]4([CH2:39]2)[CH2:40][NH:41][CH2:42]5)[CH2:29]3)[CH2:11][CH2:12][CH2:13][CH2:14][CH2:15]1.[Na+:4]>>[CH3:1][N:41]1[CH2:40][C:38]23[C:34]([CH2:33][N:32]([C:30]([C:28]4=[CH:27][c:26]5[c:25]([cH:46][cH:45][c:44]([O:47][CH3:48])[cH:43]5)-[c:24]5[c:16]([CH:10]6[CH2:11][CH2:12][CH2:13][CH2:14][CH2:15]6)[c:17]6[cH:18][cH:19][c:20]([C:49](=[O:50])[NH:51][S:52]([N:53]([CH3:54])[CH3:55])(=[O:56])=[O:57])[cH:21][c:22]6[n:23]5[CH2:29]4)=[O:31])[CH2:39]2)([CH2:35][O:36][CH2:37]3)[CH2:42]1. The reactants are ClC=1C=C(C=2N(N1)C(=NN2)C)NC(OC(C)(C)C)=O (tert-butyl (6-chloro-3-methyl-[1,2,4]triazolo[4,3-b]pyridazin-8-yl)carbamate), COC1=CC=C(CCl)C=C1 (4-methoxybenzylchloride). Product: ClC=1C=C(C=2N(N1)C(=NN2)C)N(C(OC(C)(C)C)=O)CC2=CC=C(C=C2)OC (tert-butyl (6-chloro-3-methyl-[1,2,4]triazolo[4,3-b]pyridazin-8-yl)(4-methoxybenzyl)-carbamate). RXN SMILES: [Cl:1][C:2]1[CH:3]=[C:4]([NH:12][C:13](=[O:19])[O:14][C:15]([CH3:18])([CH3:17])[CH3:16])[C:5]2[N:6]([C:8]([CH3:11])=[N:9][N:10]=2)[N:7]=1.[CH3:20][O:21][C:22]1[CH:29]=[CH:28][C:25]([CH2:26]Cl)=[CH:24][CH:23]=1>>[Cl:1][C:2]1[CH:3]=[C:4]([N:12]([CH2:26][C:25]2[CH:28]=[CH:29][C:22]([O:21][CH3:20])=[CH:23][CH:24]=2)[C:13](=[O:19])[O:14][C:15]([CH3:16])([CH3:18])[CH3:17])[C:5]2[N:6]([C:8]([CH3:11])=[N:9][N:10]=2)[N:7]=1. Reported procedure: The title compound was prepared in analogy to the procedure described in Step 112.5 using tert-butyl (6-chloro-3-methyl-[1,2,4]triazolo[4,3-b]pyridazin-8-yl)carbamate (Step 112.4) and 4-methoxybenzylchloride at 80° C. for 1 hr. The crude product was purified by silica gel column chromatography (hexane/EtOAc 10-25%). tR: 5.35 min (HPLC 1); tR: 1.19 min (LC-MS 2); ESI-MS: 404 [M+H]+ (LC-MS 2); Rf=0.74 (hexane/EtOAc 1:1) Step 126.2: tert-butyl (6-(4-(4-chlorophenyl)-1-cyclopropyl-3-methyl-6-oxopyrr... The reactants are BrC1=CC(=C(C(=O)O)C=C1)F (4-bromo-2-fluorobenzoic acid), Cl.COC1=CC=C(C=N1)B(O)O (6-methoxypyridin-3-ylboronic acid hydrochloride), C([O-])([O-])=O.[Na+].[Na+] (sodium carbonate). Product: FC1=C(C(=O)O)C=CC(=C1)C=1C=NC(=CC1)OC (2-Fluoro-4-(6-methoxypyridin-3-yl)benzoic acid). As a reaction SMILES: Br[C:2]1[CH:10]=[CH:9][C:5]([C:6]([OH:8])=[O:7])=[C:4]([F:11])[CH:3]=1.Cl.[CH3:13][O:14][C:15]1[N:20]=[CH:19][C:18](B(O)O)=[CH:17][CH:16]=1.C(=O)([O-])[O-].[Na+].[Na+]>>[F:11][C:4]1[CH:3]=[C:2]([C:18]2[CH:19]=[N:20][C:15]([O:14][CH3:13])=[CH:16][CH:17]=2)[CH:10]=[CH:9][C:5]=1[C:6]([OH:8])=[O:7] |f:1.2,3.4.5|. Reported procedure: The title compound is prepared as described in EXAMPLE 31, Part I, but with 4-bromo-2-fluorobenzoic acid and 6-methoxypyridin-3-ylboronic acid hydrochloride as starting materials, and 10 molar equivalents of 0.4M aqueous sodium carbonate. 1H NMR (DMSO) δ 13.30 (br s, 1H), 8.59 (d, 1H), 8.11 (dd, 1H), 7.90 (t, 1H), 7.68-7.57 (m, 2H), 6.91 (d, 1H), 3.88 (s, 3H). ESI MS (M+1)+: 248. The reactants are [Co] (cobalt), [O-2].[Cr+3].[Ni+2] (nickel-chromium oxide), [N+](=O)([O-])[O-].[Co+2].[N+](=O)([O-])[O-] (cobalt nitrate). The product is [N+](=O)([O-])[O-].[Co+2].[N+](=O)([O-])[O-] (cobalt nitrate), [O-2].[Cr+3].[Ni+2].[Co] (nickel-chromium oxide cobalt). As a reaction SMILES: [Co:1].[O-2:2].[Cr+3:3].[Ni+2:4].[N+:5]([O-:8])([O-:7])=[O:6].[Co+2].[N+:10]([O-:13])([O-:12])=[O:11]>>[N+:5]([O-:8])([O-:7])=[O:6].[Co+2:1].[N+:10]([O-:13])([O-:12])=[O:11].[O-2:2].[Cr+3:3].[Ni+2:4].[Co:1] |f:1.2.3,4.5.6,7.8.9,10.11.12.13|. Reported procedure: 62.5 g of carboxymethyl cellulose was added to 2.5 liters of distilled water and the mixture was kneaded and deaerated to obtain a binder solution. To this binder solution were added 2.5 kg of a nickel powder of about 3 μm in average particle size and 360 g of a chromium oxide powder of about 3 μm in average particle size, followed by further kneading and deaeration to obtain a slurry. A wire gauze of 40 meshes was passed through this slurry solution to deposit the slurry thereon and then this w... Yields the product C(CCCCCCCC)OC1=C(C=CC=C1)/C=C/C(C=C)(C)O ((E)-5-(2-nonyloxyphenyl)-3-hydroxy-3-methyl-1,4-pentadiene). Conditions: temperature 0 celsius, time 30 minute. Reactants: C(CCCCCCCC)OC1=C(C=CC=C1)C=CC(C)=O (4-(2-nonyloxyphenyl)-3-butene-2-one), C(=C)[Mg]Br (vinylmagnesium bromide), O1CCCC1 (tetrahydrofuran), O1CCCC1 (tetrahydrofuran), CCOCC (ether), [Cl-].[NH4+] (ammonium chloride). As a reaction SMILES: [CH2:1]([O:10][C:11]1[CH:16]=[CH:15][CH:14]=[CH:13][C:12]=1[CH:17]=[CH:18]C(=O)C)[CH2:2][CH2:3][CH2:4][CH2:5][CH2:6][CH2:7][CH2:8][CH3:9].[CH:22]([Mg]Br)=[CH2:23].[Cl-].[NH4+].[CH3:28][CH2:29]OCC.[O:33]1CCCC1>>[CH2:1]([O:10][C:11]1[CH:16]=[CH:15][CH:14]=[CH:13][C:12]=1/[CH:17]=[CH:18]/[C:22]([OH:33])([CH3:23])[CH:28]=[CH2:29])[CH2:2][CH2:3][CH2:4][CH2:5][CH2:6][CH2:7][CH2:8][CH3:9] |f:2.3|. Reported procedure: A solution of 4-(2-nonyloxyphenyl)-3-butene-2-one (58 g) in tetrahydrofuran (200 mL) was added to a solution of vinylmagnesium bromide in tetrahydrofuran (200 mL, 1.6M diluted to lL with more tetrahydrofuran) at -30° C. After complete addition, the mixture was stirred at 0° C for 30 min qquenched with saturated aqueous ammonium chloride (100 mL) and ether (2L) and filtered free of solids. Concentration of the organic extract and purification by chromatography over siica gel yielded (E)-5-(2-nony... Reactants: solution, Cl (hydrogen chloride), C(C1=CC=CC=C1)OC(=O)[C@H](CCCCNC(=O)OCC1=CC=CC=C1)N(CC1=CC=C(C=C1)C1=C(C=CC=C1)C1=NN=NN1C(C1=CC=CC=C1)(C1=CC=CC=C1)C1=CC=CC=C1)C(CCCC)=O ((S)-N-(1-benzyloxycarbonyl-5-benzyloxycarbonylamino-pent-1-yl)-N-pentanoyl-N-[2'-(1-triphenylmethyl-1H-tetrazol-5-yl)biphenyl-4-ylmethyl]-amine). Run in O1CCOCC1 (dioxane), O1CCOCC1 (dioxane). Conditions: time 4.5 hour. Product: C(C1=CC=CC=C1)OC(=O)[C@H](CCCCNC(=O)OCC1=CC=CC=C1)N(CC1=CC=C(C=C1)C1=C(C=CC=C1)C1=NN=NN1)C(CCCC)=O ((S)-N-(1-benzyloxycarbonyl-5-benzyloxycarbonylamino-pent-1-yl)-N-pentanoyl-N-[2'-(1H-tetrazol-5-yl)biphenyl-4-ylmethyl]-amine). As a reaction SMILES: [CH2:1]([O:8][C:9]([C@@H:11]([N:27]([C:65](=[O:70])[CH2:66][CH2:67][CH2:68][CH3:69])[CH2:28][C:29]1[CH:34]=[CH:33][C:32]([C:35]2[CH:40]=[CH:39][CH:38]=[CH:37][C:36]=2[C:41]2[N:45](C(C3C=CC=CC=3)(C3C=CC=CC=3)C3C=CC=CC=3)[N:44]=[N:43][N:42]=2)=[CH:31][CH:30]=1)[CH2:12][CH2:13][CH2:14][CH2:15][NH:16][C:17]([O:19][CH2:20][C:21]1[CH:26]=[CH:25][CH:24]=[CH:23][CH:22]=1)=[O:18])=[O:10])[C:2]1[CH:7]=[CH:6][CH:5]=[CH:4][CH:3]=1.Cl>O1CCOCC1>[CH2:1]([O:8][C:9]([C@@H:11]([N:27]([C:65](=[O:70])[CH2:66][CH2:67][CH2:68][CH3:69])[CH2:28][C:29]1[CH:30]=[CH:31][C:32]([C:35]2[CH:40]=[CH:39][CH:38]=[CH:37][C:36]=2[C:41]2[NH:45][N:44]=[N:43][N:42]=2)=[CH:33][CH:34]=1)[CH2:12][CH2:13][CH2:14][CH2:15][NH:16][C:17]([O:19][CH2:20][C:21]1[CH:26]=[CH:25][CH:24]=[CH:23][CH:22]=1)=[O:18])=[O:10])[C:2]1[CH:7]=[CH:6][CH:5]=[CH:4][CH:3]=1. Procedure: 1.07 g of (S)-N-(1-benzyloxycarbonyl-5-benzyloxycarbonylamino-pent-1-yl)-N-pentanoyl-N-[2'-(1-triphenylmethyl-1H-tetrazol-5-yl)biphenyl-4-ylmethyl]-amine are dissolved in 15 ml of dioxane. This solution is treated with 1.5 ml of a solution of hydrogen chloride in dioxane (7 N), the mixture is stirred for 4.5 hours at 40° and then evaporated, and the residue is purified by means of flash-chromatography (200 g of silica gel; system N6). The (S)-N-(1-benzyloxycarbonyl-5-benzyloxycarbonylamino-pent-... Starting materials: BrC=1C=C2C=C(C(OC2=C(C1)Cl)C(F)(F)F)C(=O)OCC (ethyl 6-Bromo-8-Chloro-2-(trifluoromethyl)-2H-chromene-3-carboxylate), C1(=C(C=CC=C1)P(C1=C(C=CC=C1)C)C1=C(C=CC=C1)C)C (tri-o-tolylphosphine), C(C)(=O)[O-].[Na+] (sodium acetate), C(C=C)(=O)N (acrylamide). The reagents and catalysts are C(C)(=O)[O-].[Pd+2].C(C)(=O)[O-] (palladium acetate). Solvent: CN(C=O)C (dimethylformamide), C(C)OC(C)=O (ethylacetate). Conditions: temperature 110 celsius, time 85 hour. The product is NC(/C=C/C=1C=C2C=C(C(OC2=C(C1)Cl)C(F)(F)F)C(=O)OCC)=O (ethyl 6-[(1E)-3-amino-3-oxoprop-1-enyl]-8-chloro-2-(trifluoromethyl)-2H-chromene-3-carboxylate). The yield is 61.2%. RXN SMILES: Br[C:2]1[CH:3]=[C:4]2[C:9](=[C:10]([Cl:12])[CH:11]=1)[O:8][CH:7]([C:13]([F:16])([F:15])[F:14])[C:6]([C:17]([O:19][CH2:20][CH3:21])=[O:18])=[CH:5]2.C1(C)C=CC=CC=1P(C1C=CC=CC=1C)C1C=CC=CC=1C.C([O-])(=O)C.[Na+].[C:49]([NH2:53])(=[O:52])[CH:50]=[CH2:51]>C([O-])(=O)C.[Pd+2].C([O-])(=O)C.C(OC(=O)C)C.CN(C)C=O>[NH2:53][C:49](=[O:52])/[CH:50]=[CH:51]/[C:2]1[CH:3]=[C:4]2[C:9](=[C:10]([Cl:12])[CH:11]=1)[O:8][CH:7]([C:13]([F:16])([F:15])[F:14])[C:6]([C:17]([O:19][CH2:20][CH3:21])=[O:18])=[CH:5]2 |f:2.3,5.6.7|. Procedure details: To the mixture of 0.4 g (1.0 mmol) of ethyl 6-Bromo-8-Chloro-2-(trifluoromethyl)-2H-chromene-3-carboxylate, 45 mg (0.2 mmol) of palladium acetate, 122 mg (0.4 mmol) of tri-o-tolylphosphine, 451 mg (5.5 mmol) of sodium acetate under nitrogen atmosphere was added 6 mL of anhydrous dimethylformamide, followed by addition of 107 mg (1.5 mmol) of acrylamide. The resulting mixture was shaken at 110° C. for 85 hrs. LC-MS indicated that the reaction was done. To the reaction was added 50 mL of ethylacet... Starting materials: S1C(=NC=2C=NC=3C=CC=CC3C21)S (Thiazolo[4,5-c]quinoline-2-thiol), [OH-].[Na+] (sodium hydroxide), [OH-].[Na+] (sodium hydroxide), OO (Hydrogen peroxide). The reagents and catalysts are [OH-].[Na+] (sodium hydroxide). Solvent: O (water). Reaction conditions: temperature 30 celsius, time 15 minute. Yields the product S1C=NC=2C=NC=3C=CC=CC3C21 (thiazolo[4,5-c]quinoline). Isolated yield 44.3%. RXN SMILES: [S:1]1[C:13]2[C:12]3[CH:11]=[CH:10][CH:9]=[CH:8][C:7]=3[N:6]=[CH:5][C:4]=2[N:3]=[C:2]1S.[OH-].[Na+].OO>O.[OH-].[Na+]>[S:1]1[C:13]2[C:12]3[CH:11]=[CH:10][CH:9]=[CH:8][C:7]=3[N:6]=[CH:5][C:4]=2[N:3]=[CH:2]1 |f:1.2,5.6|. Reported procedure: Thiazolo[4,5-c]quinoline-2-thiol (8.7 g, 0.04 mole) was suspended in a solution of sodium hydroxide (1.4 g, 0.04 mole) in water. A few drops of 50% sodium hydroxide were added to the suspension until most of the solid dissolved. Hydrogen peroxide (13.5 mL of 30%, 0.08 mole) was added dropwise over a period of 30 minutes while maintaining the temperature of the reaction mixture at 25-35° C. with a cold water bath. The bath was removed and the reaction mixture was stirred for 15 minutes. Sulfuric ... The reactants are [N+](=O)([O-])CCC (nitropropane), [Li]CCCC (n-BuLi), C(C1=CC=CC=C1)=O (benzaldehyde), C(CN(CC(=O)O)CC(=O)O)N(CC(=O)O)CC(=O)O (disodium EDTA), TiCl3. The solvent is C1CCOC1 (THF), C1CCOC1 (THF), C(Cl)Cl (CH2Cl2). Conditions: time 3.5 hour. The product is C1(=CC=CC=C1)C(C(CC)[N+](=O)[O-])O (1-phenyl-2-nitro-butan-1-ol). Yield: 58.4%. As a reaction SMILES: [Li]CCCC.[N+:6]([CH2:9][CH2:10][CH3:11])([O-:8])=[O:7].[CH:12](=[O:19])[C:13]1[CH:18]=[CH:17][CH:16]=[CH:15][CH:14]=1.C(N(CC(O)=O)CC(O)=O)CN(CC(O)=O)CC(O)=O>C1COCC1.C(Cl)Cl>[C:13]1([CH:12]([OH:19])[CH:9]([N+:6]([O-:8])=[O:7])[CH2:10][CH3:11])[CH:18]=[CH:17][CH:16]=[CH:15][CH:14]=1. Reported procedure: n-BuLi (1.6 M in hexane, 6.24 mL) was added dropwise with stirring to a solution of nitropropane (0.9 mL, 10 mmol) in THF (12 mL) at -78° C. After 15 minutes a solution of TiCl3 (OPriso) (5 mmol) in THF (2 mL) and CH2Cl2 (3 mL) solution was added. After a further 15 minutes benzaldehyde (0.5 mL, 5 mmol) was added and the mixture allowed to warm up to room temperature (~ 30 min.). Stirring was continued for a further 3.5 hours at room temperature and the mixture was quenched with an aqueous slurr... Starting materials: FC1=C(C=CC=C1F)C1=CC=C(C=C1)OCCCCCCOC(C=C)=O (2,3-difluoro-4'-[6-(acryloyloxy)hexyloxy]biphenyl), C(C=C)(=O)OCCCCCCCCCCCCBr (12-bromododecyl acrylate), C(C=C)(=O)OCCCCCCBr (6-bromohexyl acrylate). Yields the product FC1=C(C=CC=C1F)C1=CC=C(C=C1)OCCCCCCCCCCCCOC(C=C)=O (2,3-difluoro-4'-[12-(acryloyloxy)dodecyloxy]biphenyl). The yield is 24.1%. As a reaction SMILES: [F:1][C:2]1[C:7]([F:8])=[CH:6][CH:5]=[CH:4][C:3]=1[C:9]1[CH:14]=[CH:13][C:12]([O:15][CH2:16][CH2:17][CH2:18][CH2:19][CH2:20][CH2:21]OC(=O)C=C)=[CH:11][CH:10]=1.[C:27]([O:31][CH2:32][CH2:33][CH2:34][CH2:35][CH2:36][CH2:37]CCCCCCBr)(=[O:30])[CH:28]=[CH2:29].C(OCCCCCCBr)(=O)C=C>>[F:1][C:2]1[C:7]([F:8])=[CH:6][CH:5]=[CH:4][C:3]=1[C:9]1[CH:10]=[CH:11][C:12]([O:15][CH2:16][CH2:17][CH2:18][CH2:19][CH2:20][CH2:21][CH2:37][CH2:36][CH2:35][CH2:34][CH2:33][CH2:32][O:31][C:27](=[O:30])[CH:28]=[CH2:29])=[CH:13][CH:14]=1. Reported procedure: The same procedure as in the synthesis (b) of Example 2 was repeated except that 6.7 g of 12-bromododecyl acrylate were used instead of 5.0 g of 6-bromohexyl acrylate to give 2.1 g (Y., 24.1%) of 2,3-difluoro-4'-[12-(acryloyloxy)dodecyloxy]biphenyl. m.p.; 59.7°-60.7° C.